From a dataset of the Open Reaction Database (ORD), a public repository of structured organic reaction records. describe an organic reaction: reactants, conditions, products, and yield Reactants: C1(CCCC1)OC=1C=C(C=CC1OC)C(CCO)C#CC1=CC=CC=C1 ((+/-)-3-(3-cyclopentyloxy-4-methoxyphenyl)-5-phenylpent-4-ynol), COS(=O)(=O)OC (Me2SO4), [H-].[Na+] (NaH), CI (MeI). Solvent: C(OC)COC (glyme), CN(C)C=O (DMF). Run at time 18 hour. Yields the product COCCC(C#CC1=CC=CC=C1)C1=CC(=C(C=C1)OC)OC1CCCC1 ((+/-)-1-Methoxy-3-(3-cyclopentyloxy-4-methoxyphenyl)-5-phenyl-4-pentyne). RXN SMILES: [CH:1]1([O:6][C:7]2[CH:8]=[C:9]([CH:15]([C:19]#[C:20][C:21]3[CH:26]=[CH:25][CH:24]=[CH:23][CH:22]=3)[CH2:16][CH2:17][OH:18])[CH:10]=[CH:11][C:12]=2[O:13][CH3:14])[CH2:5][CH2:4][CH2:3][CH2:2]1.[H-].[Na+].CI.[CH3:31]OS(OC)(=O)=O>C(COC)OC.CN(C=O)C>[CH3:31][O:18][CH2:17][CH2:16][CH:15]([C:9]1[CH:10]=[CH:11][C:12]([O:13][CH3:14])=[C:7]([O:6][CH:1]2[CH2:2][CH2:3][CH2:4][CH2:5]2)[CH:8]=1)[C:19]#[C:20][C:21]1[CH:22]=[CH:23][CH:24]=[CH:25][CH:26]=1 |f:1.2|. Procedure details: A solution of (+/-)-3-(3-cyclopentyloxy-4-methoxyphenyl)-5-phenylpent-4-ynol (175 mg, 0.5 mmol) in a mixture of glyme (7 ml) and DMF (2 ml) was treated with NaH (20 mg of a 60% dispersion in mineral oil), heated to 50° for 3 min, and cooled to 23°. MeI (0.5 ml) was added, and the mixture stirred for 18 hr. Me2SO4 (0.3 ml) was added, and the mixture was heated to 60° for 2 hr. The reaction was cooled, quenched with 50 ml cold 0.1N HCl, and extracted with Et2O. The extracts were washed with H2O, d... Reactants: ClC1=CC=C(C=C1)C(C(=O)O)CO (2-(4-Chloro-phenyl)-3-hydroxy-propionic acid), NC=1C=C(C=NC1)C(=O)C1=CN(C=2N=CN=CC21)C(C)C ((5-Amino-pyridin-3-yl)-(7-isopropyl-7H-pyrrolo[2,3-d]pyrimidin-5-yl)-methanone), C(C)(C)N(CC)C(C)C (Di-isopropyl ethylamine), CCN=C=NCCCN(C)C.Cl (EDCI.HCl), C=1C=CC2=C(C1)N=NN2O (HOBT). Run in C1CCOC1 (THF). Run at temperature 25 celsius, time 48 hour. The product is ClC1=CC=C(C=C1)C(C(=O)NC=1C=NC=C(C1)C(=O)C1=CN(C=2N=CN=CC21)C(C)C)CO (2-(4-Chloro-phenyl)-3-hydroxy-N-[5-(7-isopropyl-7H-pyrrolo[2,3-d]pyrimidine-5-carbonyl)-pyridin-3-yl]-propionamide). The yield is 3.0%. As a reaction SMILES: [Cl:1][C:2]1[CH:7]=[CH:6][C:5]([CH:8]([CH2:12][OH:13])[C:9]([OH:11])=O)=[CH:4][CH:3]=1.[NH2:14][C:15]1[CH:16]=[C:17]([C:21]([C:23]2[C:31]3[CH:30]=[N:29][CH:28]=[N:27][C:26]=3[N:25]([CH:32]([CH3:34])[CH3:33])[CH:24]=2)=[O:22])[CH:18]=[N:19][CH:20]=1.C(N(C(C)C)CC)(C)C.CCN=C=NCCCN(C)C.Cl.C1C=CC2N(O)N=NC=2C=1>C1COCC1>[Cl:1][C:2]1[CH:3]=[CH:4][C:5]([CH:8]([CH2:12][OH:13])[C:9]([NH:14][C:15]2[CH:20]=[N:19][CH:18]=[C:17]([C:21]([C:23]3[C:31]4[CH:30]=[N:29][CH:28]=[N:27][C:26]=4[N:25]([CH:32]([CH3:34])[CH3:33])[CH:24]=3)=[O:22])[CH:16]=2)=[O:11])=[CH:6][CH:7]=1 |f:3.4|. Procedure: 2-(4-Chloro-phenyl)-3-hydroxy-propionic acid (570 mg, 2.84 mmol) (Preparation 244) was added to a solution of (5-Amino-pyridin-3-yl)-(7-isopropyl-7H-pyrrolo[2,3-d]pyrimidin-5-yl)-methanone (200 mg, 0.71 mmol) (Preparation 95) in THF (5 mL). Di-isopropyl ethylamine (0.64 mL, 3.56 mmol), EDCI.HCl (273 mg, 1.42 mmol) and HOBT (193 mg, 1.42 mmol) were added and the mixture was stirred at 25° C. for 48 hours. The reaction mixture was quenched with saturated aqueous sodium bicarbonate solution (2 mL) ...